This data is from the Open Reaction Database (ORD), a public repository of structured organic reaction records. The task is: describe an organic reaction: reactants, conditions, products, and yield Starting materials: OC(C)(C)[C@@H]1C([C@@H](C1)C(=O)O)(C)C ((1R,3S)-(−)-3-(1-Hydroxy-1-methylethyl)-2,2-dimethylcyclobutanecarboxylic acid), P(=O)(Cl)(Cl)Cl (phosphorus oxychloride), ice water, ice. The solvent is N1=CC=CC=C1 (pyridine). Run at time 24 hour. The product is CC1(OC([C@H]2C([C@@H]1C2)(C)C)=O)C ((1R,5S)-(+)-4,4,6,6-Tetramethyl-3-oxabicyclo[3.1.1]heptan-2-one). Yield: 75.0%. Reaction SMILES: O[C:2]([C@H:5]1[CH2:8][C@@H:7]([C:9]([OH:11])=[O:10])[C:6]1([CH3:13])[CH3:12])([CH3:4])[CH3:3].P(Cl)(Cl)(Cl)=O>N1C=CC=CC=1>[CH3:3][C:2]1([CH3:4])[C@H:5]2[CH2:8][C@H:7]([C:6]2([CH3:13])[CH3:12])[C:9](=[O:11])[O:10]1. Reported procedure: To a solution of 2.66 g (14.28 mmol) of alcohol 3a in 15 mL of pyridine was added dropwise in 1.40 mL (15.00 mmol) of phosphorus oxychloride at ice-water cooling. The mixture was stirred at room temperature for 24 h, poured onto 75 g of ice, and extracted with ether. The ether extracts were washed with water, 2N hydrochloric acid, then water, saturated aqueous solution of sodium hydrogen carbonate, and brine. After drying over sodium sulfate, the solvent was removed, and the residue was purified... The reactants are C1(CCCCCO1)=O (caprolactone), O1COCCCC1 (1,3-dioxepane), N=C=N (carbodiimide). Reaction conditions: temperature 60 celsius. Product: C1(CCCCCO1)=O.O1COCCCC1 (Caprolactone 1,3-dioxepane). Reaction SMILES: [C:1]1(=[O:8])[O:7][CH2:6][CH2:5][CH2:4][CH2:3][CH2:2]1.[O:9]1[CH2:15][CH2:14][CH2:13][CH2:12][O:11][CH2:10]1.N=C=N>>[C:1]1(=[O:8])[O:7][CH2:6][CH2:5][CH2:4][CH2:3][CH2:2]1.[O:9]1[CH2:15][CH2:14][CH2:13][CH2:12][O:11][CH2:10]1 |f:3.4|. Reported procedure: The formulation used for the copolymer is given in Table 2 below. The copolymer was prepared according to the method of Example 1, except that the weight ratio of caprolactone to 1,3-dioxepane was 3 and the reaction temperature was 50° C. The carbodiimide used was Stabaxol P. After removal of the unreacted 1,3-dioxepane, the copolymer was heated to 60° C. and filtered through cheese cloth to remove agglomerated particles resulting from silica gel in the Stabaxol P. Starting materials: NCC(O)COc1ccc(O)cc1, CCCCCCCCS(=O)(=O)Nc1ccc(N2CCC(=O)CC2)cc1. The product is CCCCCCCCS(=O)(=O)Nc1ccc(N2CCC(NCC(O)COc3ccc(O)cc3)CC2)cc1. RXN SMILES: [NH2:26][CH2:27][CH:28]([CH2:29][O:30][c:31]1[cH:32][cH:33][c:34]([OH:37])[cH:35][cH:36]1)[OH:38].[O:1]=[C:2]1[CH2:3][CH2:4][N:5]([c:8]2[cH:9][cH:10][c:11]([NH:14][S:15](=[O:16])(=[O:17])[CH2:18][CH2:19][CH2:20][CH2:21][CH2:22][CH2:23][CH2:24][CH3:25])[cH:12][cH:13]2)[CH2:6][CH2:7]1>>[CH:2]1([NH:26][CH2:27][CH:28]([CH2:29][O:30][c:31]2[cH:32][cH:33][c:34]([OH:37])[cH:35][cH:36]2)[OH:38])[CH2:3][CH2:4][N:5]([c:8]2[cH:9][cH:10][c:11]([NH:14][S:15](=[O:16])(=[O:17])[CH2:18][CH2:19][CH2:20][CH2:21][CH2:22][CH2:23][CH2:24][CH3:25])[cH:12][cH:13]2)[CH2:6][CH2:7]1. The reactants are FC(C=1C=C(C=CC1)N1CCN(CC1)CCN1C=NC2=CC=CC=C2C1=O)(F)F (3-(2-(4-(3-(trifluoromethyl)phenyl)piperazine-1-yl)ethyl) quinazoline-4 (3H)-one), CC1=C(C=CC=C1C)N1CCNCC1 (1-(2,3-dimethylphenyl)piperazine). Yields the product CC1=C(C=CC=C1C)N1CCN(CC1)CCN1C=NC2=CC=CC=C2C1=O (3-(2-(4-(2,3-dimethylphenyl)piperazine-1-yl)ethyl)quinazoline-4 (3H)-one). Reaction SMILES: F[C:2](F)(F)[C:3]1[CH:4]=[C:5]([N:9]2[CH2:14][CH2:13][N:12]([CH2:15][CH2:16][N:17]3[C:26](=[O:27])[C:25]4[C:20](=[CH:21][CH:22]=[CH:23][CH:24]=4)[N:19]=[CH:18]3)[CH2:11][CH2:10]2)[CH:6]=[CH:7][CH:8]=1.[CH3:30]C1C(C)=CC=CC=1N1CCNCC1>>[CH3:30][C:4]1[C:3]([CH3:2])=[CH:8][CH:7]=[CH:6][C:5]=1[N:9]1[CH2:10][CH2:11][N:12]([CH2:15][CH2:16][N:17]2[C:26](=[O:27])[C:25]3[C:20](=[CH:21][CH:22]=[CH:23][CH:24]=3)[N:19]=[CH:18]2)[CH2:13][CH2:14]1. Reported procedure: This compound was prepared in compliance with the procedure described in 1c, using 1-(2,3-dimethylphenyl)piperazine instead of 1-(3-(trifluoromethyl)phenyl)piperazine. Reactants: ClC1=C(C(=NC2=CC=C(C=C12)F)C=1C=NC=CC1)C (4-chloro-6-fluoro-3-methyl-2-(pyridin-3-yl)quinoline), O1CCN(CC1)C1=C(N)C=C(C=C1)N1CCOCC1 (2,5-dimorpholinoaniline), solution, Cl (HCl), O1CCOCC1 (dioxane). Solvent: CO (MeOH). The product is N1(CCOCC1)C1=C(C=C(C=C1)N1CCOCC1)NC1=C(C(=NC2=CC=C(C=C12)F)C=1C=NC=CC1)C (N-(2,5-Di-4-morpholinylphenyl)-6-fluoro-3-methyl-2-(3-pyridinyl)-4-quinolinamine). As a reaction SMILES: Cl[C:2]1[C:11]2[C:6](=[CH:7][CH:8]=[C:9]([F:12])[CH:10]=2)[N:5]=[C:4]([C:13]2[CH:14]=[N:15][CH:16]=[CH:17][CH:18]=2)[C:3]=1[CH3:19].[O:20]1[CH2:25][CH2:24][N:23]([C:26]2[CH:32]=[CH:31][C:30]([N:33]3[CH2:38][CH2:37][O:36][CH2:35][CH2:34]3)=[CH:29][C:27]=2[NH2:28])[CH2:22][CH2:21]1.Cl.O1CCOCC1>CO>[N:23]1([C:26]2[CH:32]=[CH:31][C:30]([N:33]3[CH2:34][CH2:35][O:36][CH2:37][CH2:38]3)=[CH:29][C:27]=2[NH:28][C:2]2[C:11]3[C:6](=[CH:7][CH:8]=[C:9]([F:12])[CH:10]=3)[N:5]=[C:4]([C:13]3[CH:14]=[N:15][CH:16]=[CH:17][CH:18]=3)[C:3]=2[CH3:19])[CH2:24][CH2:25][O:20][CH2:21][CH2:22]1. Reported procedure: Prepared according to general Procedure K using 4-chloro-6-fluoro-3-methyl-2-(pyridin-3-yl)quinoline (140 mg, 0.51 mmol), 2,5-dimorpholinoaniline (135 mg, 0.51 mmol) and a 4.0M solution of HCl in dioxane (0.13 mL, 0.51 mmol) in MeOH (1.0 mL) and heating in the microwave for 2 h at 150° C. After purification N-(2,5-di-4-morpholinylphenyl)-6-fluoro-3-methyl-2-(3-pyridinyl)-4-quinolinamine was obtained. 1H NMR (400 MHz, chloroform-d) δ ppm 8.88 (1H, d, J=2.3 Hz), 8.72 (1H, dd, J=5.1, 2.0 Hz), 8.16 ...